Dataset: the Open Reaction Database (ORD), a public repository of structured organic reaction records. Task: describe an organic reaction: reactants, conditions, products, and yield Reactants: [BH3-]C#N, Cc1cccc2c1CCC2=O, [Na+]. Product: Cc1cccc2c1CCC2N. As a reaction SMILES: [C:12](#[N:13])[BH3-:14].[CH3:1][c:2]1[c:3]2[c:7]([cH:8][cH:9][cH:10]1)[C:6](=[O:11])[CH2:5][CH2:4]2.[Na+:15]>>[CH3:1][c:2]1[c:3]2[c:7]([cH:8][cH:9][cH:10]1)[CH:6]([NH2:13])[CH2:5][CH2:4]2. Reactants: Cc1nc(C(=O)O)co1, O=C(Cl)C(=O)Cl, ClCCl. Yields the product Cc1nc(C(=O)Cl)co1. Reaction SMILES: [CH3:1][c:2]1[o:3][cH:4][c:5]([C:7](=[O:8])[OH:9])[n:6]1.[Cl:10][C:11]([C:12]([Cl:13])=[O:14])=[O:15].[Cl:16][CH2:17][Cl:18]>>[CH3:1][c:2]1[o:3][cH:4][c:5]([C:7](=[O:9])[Cl:10])[n:6]1. Reactants: COC1=CC=C2C=CC=C(C2=C1)CCN (2-(7-methoxynaphth-1-yl)ethylamine), C(=O)O (formic acid). Run at temperature 120 celsius. Yields the product COC1=CC=C2C=CC=C(C2=C1)CCNC=O (N-[2-(7-Methoxynaphth-1-Yl)Ethyl]Formamide). As a reaction SMILES: [CH3:1][O:2][C:3]1[CH:12]=[C:11]2[C:6]([CH:7]=[CH:8][CH:9]=[C:10]2[CH2:13][CH2:14][NH2:15])=[CH:5][CH:4]=1.[CH:16](O)=[O:17]>>[CH3:1][O:2][C:3]1[CH:12]=[C:11]2[C:6]([CH:7]=[CH:8][CH:9]=[C:10]2[CH2:13][CH2:14][NH:15][CH:16]=[O:17])=[CH:5][CH:4]=1. Reported procedure: 0.01 mol of 2-(7-methoxynaphth-1-yl)ethylamine and 0.02 mol of formic acid are placed in a porcelain crucible, and heated at 120° C. until a dry residue is obtained. This is recrystallized. Reactants: NC(N)=O, O, N#Cc1ccc(CCCNCCO)cc1. The product is N#Cc1ccc(CCCN(CCO)C(N)=O)cc1. As a reaction SMILES: [NH2:16][C:17]([NH2:18])=[O:19].[OH2:20].[OH:1][CH2:2][CH2:3][NH:4][CH2:5][CH2:6][CH2:7][c:8]1[cH:9][cH:10][c:11]([C:12]#[N:13])[cH:14][cH:15]1>>[OH:1][CH2:2][CH2:3][N:4]([CH2:5][CH2:6][CH2:7][c:8]1[cH:9][cH:10][c:11]([C:12]#[N:13])[cH:14][cH:15]1)[C:17]([NH2:16])=[O:19]. Reactants: BrCC=CCBr, Nc1cc(C(=O)O)cc(S(N)(=O)=O)c1Oc1ccccc1, C1COCCO1, O. Product: NS(=O)(=O)c1cc(C(=O)O)cc(NCC=CCBr)c1Oc1ccccc1. Reaction SMILES: [Br:22][CH2:23][CH:24]=[CH:25][CH2:26][Br:27].[NH2:1][c:2]1[cH:3][c:4]([C:5](=[O:6])[OH:7])[cH:8][c:9]([S:18]([NH2:19])(=[O:20])=[O:21])[c:10]1[O:11][c:12]1[cH:13][cH:14][cH:15][cH:16][cH:17]1.[O:28]1[CH2:29][CH2:30][O:31][CH2:32][CH2:33]1.[OH2:34]>>[NH:1]([c:2]1[cH:3][c:4]([C:5](=[O:6])[OH:7])[cH:8][c:9]([S:18]([NH2:19])(=[O:20])=[O:21])[c:10]1[O:11][c:12]1[cH:13][cH:14][cH:15][cH:16][cH:17]1)[CH2:26][CH:25]=[CH:24][CH2:23][Br:22].